From a dataset of the Open Reaction Database (ORD), a public repository of structured organic reaction records. describe an organic reaction: reactants, conditions, products, and yield Starting materials: N1C=CC2=CC=CN=C12 (7-azaindole), C(C)I (ethyl iodide), [OH-].[K+] (KOH). Solvent: reagent, CC(=O)C (acetone). Run at time 2.5 minute. The product is C(C)N1C=CC2=CC=CN=C12 (1-Ethyl-7-azaindole). Isolated yield 90.2%. As a reaction SMILES: [NH:1]1[C:9]2[C:4](=[CH:5][CH:6]=[CH:7][N:8]=2)[CH:3]=[CH:2]1.[OH-].[K+].[CH2:12](I)[CH3:13]>CC(C)=O>[CH2:12]([N:1]1[C:9]2[C:4](=[CH:5][CH:6]=[CH:7][N:8]=2)[CH:3]=[CH:2]1)[CH3:13] |f:1.2|. Procedure: 10 grams (0.0846 moles) of 7-azaindole (Aldrich (trademark)) were dissolved in 200 mL of reagent grade acetone at room temperature and treated with 10 grams (0.178 moles) of powdered KOH. After~2-3 minutes, 67 mL (0.846 moles) of ethyl iodide was added over a period of 5-10 minutes and the reaction mixture was stirred at room temperature for 30-40 minutes. Thin layer chromatography (TLC) using 95% methylene chloride/5% ethyl acetate showed complete consumption of the starting material and format... Starting materials: FC(CCCCN1N=CC(=C1)N)(C)F (1-(5,5-difluoro-hexyl)-1H-pyrazol-4-ylamine), CC=1OC(=C(N1)C(=O)O)C1=CC=CC=C1 (2-methyl-5-phenyl-oxazole-4-carboxylic acid), 05b. Yields the product FC(CCCCN1N=CC(=C1)NC(=O)C=1N=C(OC1C1=CC=CC=C1)C)(C)F (2-Methyl-5-phenyl-oxazole-4-carboxylic acid [1-(5,5-difluoro-hexyl)-1H-pyrazol-4-yl]-amide). As a reaction SMILES: [F:1][C:2]([F:14])([CH3:13])[CH2:3][CH2:4][CH2:5][CH2:6][N:7]1[CH:11]=[C:10]([NH2:12])[CH:9]=[N:8]1.[CH3:15][C:16]1[O:17][C:18]([C:24]2[CH:29]=[CH:28][CH:27]=[CH:26][CH:25]=2)=[C:19]([C:21](O)=[O:22])[N:20]=1>>[F:14][C:2]([F:1])([CH3:13])[CH2:3][CH2:4][CH2:5][CH2:6][N:7]1[CH:11]=[C:10]([NH:12][C:21]([C:19]2[N:20]=[C:16]([CH3:15])[O:17][C:18]=2[C:24]2[CH:25]=[CH:26][CH:27]=[CH:28][CH:29]=2)=[O:22])[CH:9]=[N:8]1. Reported procedure: Following general procedure B, starting from 1-(5,5-difluoro-hexyl)-1H-pyrazol-4-ylamine and 2-methyl-5-phenyl-oxazole-4-carboxylic acid. LC-MS-conditions 05b: tR=1.14 min; [M+H]+=389.28. The reactants are N1(N=NC2=C1C=CC=C2)OC(C2=CC=C(C=C2)OCCCC)=O (4-n-butyloxybenzoic acid benzotriazol-1-yl ester), NNC(=S)N (thiosemicarbazide), C(C)(C)OC(C)C (diisopropyl ether). The solvent is CN(C=O)C (N,N-dimethylformamide). Conditions: time 12 hour. The product is C(CCC)OC1=CC=C(C(=O)NNC(=S)N)C=C1 (1-(4-n-butyloxybenzoyl)thiosemicarbazide). Yield: 89.4%. RXN SMILES: N1(O[C:11](=[O:23])[C:12]2[CH:17]=[CH:16][C:15]([O:18][CH2:19][CH2:20][CH2:21][CH3:22])=[CH:14][CH:13]=2)C2C=CC=CC=2N=N1.[NH2:24][NH:25][C:26]([NH2:28])=[S:27].C(OC(C)C)(C)C>CN(C)C=O>[CH2:19]([O:18][C:15]1[CH:14]=[CH:13][C:12]([C:11]([NH:24][NH:25][C:26]([NH2:28])=[S:27])=[O:23])=[CH:17][CH:16]=1)[CH2:20][CH2:21][CH3:22]. Procedure details: To a solution of 4-n-butyloxybenzoic acid benzotriazol-1-yl ester (15 g) in N,N-dimethylformamide (100 ml) was added thiosemicarbazide (5.27 g) and the mixture was stirred for 12 hours at ambient temperature. The reaction mixture was pulverized with diisopropyl ether. The precipitate was collected by filtration to give 1-(4-n-butyloxybenzoyl)thiosemicarbazide (11.51 g). Solvent: ClCCCl (1,2-dichloroethane). Reactants: O (water), C(CCC)OCCOC1=CC=C(C=C1)C=1C=CC2=C(C=C(CCN2)C(=O)OC)C1 (methyl 7-(4-butoxyethoxyphenyl)-2,3-dihydro-1-benzazepine-4-carboxylate), COC1=C(C=O)C=C(C=C1)OC (2,5-dimethoxybenzaldehyde), C(C)(=O)O[BH-](OC(C)=O)OC(C)=O.[Na+] (sodium triacetoxyborohydride). Procedure: To a solution of methyl 7-(4-butoxyethoxyphenyl)-2,3-dihydro-1-benzazepine-4-carboxylate (300 mg) and 2,5-dimethoxybenzaldehyde (631 mg) in 1,2-dichloroethane (10 ml) was added sodium triacetoxyborohydride (8042 mg), and the mixture was stirred under nitrogen atmosphere at room temperature for 5 days. Then, water was added to the mixture, and the mixture was extracted with ethyl acetate. The organic layer was washed with saturated brine and dried with magnesium sulfate. The solvent was evaporate... RXN SMILES: [CH2:1]([O:5][CH2:6][CH2:7][O:8][C:9]1[CH:14]=[CH:13][C:12]([C:15]2[CH:16]=[CH:17][C:18]3[NH:24][CH2:23][CH2:22][C:21]([C:25]([O:27][CH3:28])=[O:26])=[CH:20][C:19]=3[CH:29]=2)=[CH:11][CH:10]=1)[CH2:2][CH2:3][CH3:4].[CH3:30][O:31][C:32]1[CH:39]=[CH:38][C:37]([O:40][CH3:41])=[CH:36][C:33]=1[CH:34]=O.C(O[BH-](OC(=O)C)OC(=O)C)(=O)C.[Na+].O>ClCCCl>[CH2:1]([O:5][CH2:6][CH2:7][O:8][C:9]1[CH:10]=[CH:11][C:12]([C:15]2[CH:16]=[CH:17][C:18]3[N:24]([CH2:34][C:33]4[CH:36]=[C:37]([O:40][CH3:41])[CH:38]=[CH:39][C:32]=4[O:31][CH3:30])[CH2:23][CH2:22][C:21]([C:25]([O:27][CH3:28])=[O:26])=[CH:20][C:19]=3[CH:29]=2)=[CH:13][CH:14]=1)[CH2:2][CH2:3][CH3:4] |f:2.3|. Conditions: time 5 day. The product is C(CCC)OCCOC1=CC=C(C=C1)C=1C=CC2=C(C=C(CCN2CC2=C(C=CC(=C2)OC)OC)C(=O)OC)C1 (methyl 7-(4-butoxyethoxyphenyl)-1-(2,5-dimethoxybenzyl)-2,3-dihydro-1-benzazepine-4-carboxylate). The yield is 70.1%.